From a dataset of the Open Reaction Database (ORD), a public repository of structured organic reaction records. describe an organic reaction: reactants, conditions, products, and yield The reactants are BrC=1N(C(=C(N1)C(=O)OC)C(=O)OC)CC=C(C)C (dimethyl 2-bromo-1-(3-methyl-2-buten-1-yl)-1H-imidazole-4,5-dicarboxylate), BrC=1NC(=C(N1)C(=O)OCC)C(=O)OCC (diethyl 2-bromo-imidazole-4,5-dicarboxylate), BrCC#CC (1-bromo-2-butyne), C([O-])([O-])=O.[K+].[K+] (potassium carbonate). The solvent is CN(C=O)C (dimethylformamide). Yields the product BrC=1N(C(=C(N1)C(=O)OCC)C(=O)OCC)CC#CC (diethyl 2-bromo-1-(but-2-ynyl)-1H-imidazole-4,5-dicarboxylate). As a reaction SMILES: BrC1N(CC=C(C)C)[C:4]([C:11](OC)=O)=[C:5]([C:7](OC)=O)N=1.[Br:20][C:21]1[NH:22][C:23]([C:31]([O:33][CH2:34][CH3:35])=[O:32])=[C:24]([C:26]([O:28][CH2:29][CH3:30])=[O:27])[N:25]=1.BrCC#CC.C(=O)([O-])[O-].[K+].[K+]>CN(C)C=O>[Br:20][C:21]1[N:25]([CH2:11][C:4]#[C:5][CH3:7])[C:24]([C:26]([O:28][CH2:29][CH3:30])=[O:27])=[C:23]([C:31]([O:33][CH2:34][CH3:35])=[O:32])[N:22]=1 |f:3.4.5|. Procedure: Prepared analogously to 1b from 3.50 g (12.02 mmol) diethyl 2-bromo-imidazole-4,5-dicarboxylate with 1.09 ml (12.1 mmol) 1-bromo-2-butyne and 2.07 g (15.00 mmol) potassium carbonate in 15 ml of dimethylformamide. The product is I.C1(=CC(=CC=C1)C1(CCC(CC1)=O)N(C)C)C (4-(m-tolyl)-4-dimethylaminocyclohexanone hydroiodide salt). Reaction SMILES: [IH:1].C1O[C:5]2([CH2:10][CH2:9][C:8]([C:14]3[CH:15]=[C:16]([CH3:20])[CH:17]=[CH:18][CH:19]=3)([N:11]([CH3:13])[CH3:12])[CH2:7][CH2:6]2)[O:4]C1.I.C1OC2(CCC(C3C=CC=CC=3C)(N(C)C)CC2)OC1>>[IH:1].[C:16]1([CH3:20])[CH:17]=[CH:18][CH:19]=[C:14]([C:8]2([N:11]([CH3:13])[CH3:12])[CH2:7][CH2:6][C:5](=[O:4])[CH2:10][CH2:9]2)[CH:15]=1 |f:0.1,2.3,4.5|. Procedure: Following the procedure of Example 16, but sutstituting 4-(m-tolyl)-4-dimethylaminocyclohexanone ethylene ketal hydroiodide for the 4-(o-tolyl)-4-dimethylaminocyclohexanone ethylene ketal hydroiodide there is obtained the 4-(m-tolyl)-4-dimethylaminocyclohexanone hydroiodide salt in 75% yield after recrystallization from methylene chloride:ethyl acetate; m.p. 172°-174.5° C. Isolated yield 75.0%. The reactants are I.C1COC2(CCC(CC2)(N(C)C)C=2C=C(C=CC2)C)O1 (4-(m-tolyl)-4-dimethylaminocyclohexanone ethylene ketal hydroiodide), I.C1COC2(CCC(CC2)(N(C)C)C2=C(C=CC=C2)C)O1 (4-(o-tolyl)-4-dimethylaminocyclohexanone ethylene ketal hydroiodide). Reaction SMILES: [CH2:16]1[O:17][CH2:18][CH2:19][CH2:20]1.[CH3:1][O:2][C:3](=[O:4])[c:5]1[cH:6][c:7]2[c:8]([s:9]1)[cH:10][c:11]([Cl:14])[cH:12][cH:13]2.[ClH:15]>>[O:2]=[C:3]([OH:4])[c:5]1[cH:6][c:7]2[c:8]([s:9]1)[cH:10][c:11]([Cl:14])[cH:12][cH:13]2. Starting materials: C1CCOC1, COC(=O)c1cc2ccc(Cl)cc2s1, Cl. Yields the product O=C(O)c1cc2ccc(Cl)cc2s1. Starting materials: COc1c(Br)cc(Cl)cc1OCCN(C)C, C1CNCCN1, CC(C)(C)[O-], Cc1ccccc1, [Na+], c1ccc(P(c2ccccc2)c2ccc3ccccc3c2-c2c(P(c3ccccc3)c3ccccc3)ccc3ccccc23)cc1. The product is COc1c(OCCN(C)C)cc(Cl)cc1N1CCNCC1. Reaction SMILES: [Br:1][c:2]1[c:3]([O:15][CH3:16])[c:4]([O:9][CH2:10][CH2:11][N:12]([CH3:13])[CH3:14])[cH:5][c:6]([Cl:8])[cH:7]1.[CH2:69]1[CH2:70][NH:71][CH2:72][CH2:73][NH:74]1.[CH3:63][C:64]([CH3:65])([O-:66])[CH3:67].[CH3:75][c:76]1[cH:77][cH:78][cH:79][cH:80][cH:81]1.[Na+:68].[cH:17]1[cH:18][cH:19][c:20]([P:21]([c:22]2[cH:23][cH:24][c:25]3[c:26]([cH:27][cH:28][cH:29][cH:30]3)[c:31]2-[c:32]2[c:33]3[c:34]([cH:35][cH:36][cH:37][cH:38]3)[cH:39][cH:40][c:41]2[P:42]([c:43]2[cH:44][cH:45][cH:46][cH:47][cH:48]2)[c:49]2[cH:50][cH:51][cH:52][cH:53][cH:54]2)[c:55]2[cH:56][cH:57][cH:58][cH:59][cH:60]2)[cH:61][cH:62]1>>[c:2]1([N:71]2[CH2:70][CH2:69][NH:74][CH2:73][CH2:72]2)[c:3]([O:15][CH3:16])[c:4]([O:9][CH2:10][CH2:11][N:12]([CH3:13])[CH3:14])[cH:5][c:6]([Cl:8])[cH:7]1. The reactants are O=C([O-])O, COc1ccc(CNc2cc(C(c3cc(F)ccc3F)S(=O)(=O)c3ccc(F)cc3)c(Cl)cn2)cc1OC, [Na+], O=C(O)C(F)(F)F. Product: Nc1cc(C(c2cc(F)ccc2F)S(=O)(=O)c2ccc(F)cc2)c(Cl)cn1. Reaction SMILES: [C:39](=[O:40])([OH:41])[O-:42].[Cl:1][c:2]1[c:3]([CH:20]([S:21](=[O:22])(=[O:23])[c:24]2[cH:25][cH:26][c:27]([F:30])[cH:28][cH:29]2)[c:31]2[c:32]([F:38])[cH:33][cH:34][c:35]([F:37])[cH:36]2)[cH:4][c:5]([NH:8][CH2:9][c:10]2[cH:11][cH:12][c:13]([O:14][CH3:15])[c:16]([O:17][CH3:18])[cH:19]2)[n:6][cH:7]1.[Na+:43].[OH:44][C:45]([C:46]([F:47])([F:48])[F:49])=[O:50]>>[Cl:1][c:2]1[c:3]([CH:20]([S:21](=[O:22])(=[O:23])[c:24]2[cH:25][cH:26][c:27]([F:30])[cH:28][cH:29]2)[c:31]2[c:32]([F:38])[cH:33][cH:34][c:35]([F:37])[cH:36]2)[cH:4][c:5]([NH2:8])[n:6][cH:7]1. The reactants are BrC1=C(NC(=C1)SC(F)(F)F)C1=CC=C(C=C1)Cl (3-bromo-2-(p-chlorophenyl)-5-[(trifluoromethyl)thio]pyrrole), S(=O)(=O)([O-])S(=O)[O-].[Na+].[Na+] (sodium metabisulfite), ClC=1C=C(C(=O)OO)C=CC1 (3-chloroperoxybenzoic acid). The solvent is C(Cl)(Cl)Cl (chloroform), C(Cl)Cl (methylene chloride), C(Cl)(Cl)Cl (chloroform). Conditions: time 2 hour. Product: ethyl acetate hexanes, BrC1=C(NC(=C1)S(=O)C(F)(F)F)C1=CC=C(C=C1)Cl (3-Bromo-2-(p-chlorophenyl)-5-[(trifluoromethyl)sulfinyl]pyrrole). Isolated yield 50.1%. Reaction SMILES: [Br:1][C:2]1[CH:6]=[C:5]([S:7][C:8]([F:11])([F:10])[F:9])[NH:4][C:3]=1[C:12]1[CH:17]=[CH:16][C:15]([Cl:18])=[CH:14][CH:13]=1.ClC1C=C(C=CC=1)C(OO)=[O:24].S(S([O-])=O)([O-])(=O)=O.[Na+].[Na+]>C(Cl)(Cl)Cl.C(Cl)Cl>[Br:1][C:2]1[CH:6]=[C:5]([S:7]([C:8]([F:11])([F:10])[F:9])=[O:24])[NH:4][C:3]=1[C:12]1[CH:17]=[CH:16][C:15]([Cl:18])=[CH:14][CH:13]=1 |f:2.3.4|. Reported procedure: A solution of 3-bromo-2-(p-chlorophenyl)-5-[(trifluoromethyl)thio]pyrrole (0.65 g, 0.00182 mol) in chloroform is cooled with an ice-water bath, treated with a solution of 3-chloroperoxybenzoic acid (0.52 g, 60% pure, 0.00182 mol) in chloroform, stirred for two hours, treated with saturated sodium metabisulfite solution, diluted with methylene chloride, washed with saturated sodium hydrogen carbonate solution and brine, dried over anhydrous magnesium sulfate and concentrated in vacuo to obtain a ... Starting materials: O.NN (hydrazine hydrate), [N+](=O)([O-])C1=CC=C(OC=2C=C(C=CC2)N(C2=CC=3C(C4=CC(=CC=C4C3C=C2)C=2SC3=C(N2)C=CC=C3)(CC)CC)C3=CC(=CC=C3)OC3=CC=C(C=C3)[N+](=O)[O-])C=C1 (N,N-Di[3-(4-nitrophenoxy)phenyl]-7-(benzothiazol-2-yl)-9,9-diethyl-fluoren-2-amine), O1CCCC1.C(C)O (tetrahydrofuran ethanol). Reagents/catalysts: [Pd] (palladium/carbon). Solvent: O (water), 1/1. Conditions: temperature 60 celsius, time 8 hour. Yields the product NC1=CC=C(OC=2C=C(C=CC2)N(C2=CC=3C(C4=CC(=CC=C4C3C=C2)C=2SC3=C(N2)C=CC=C3)(CC)CC)C3=CC(=CC=C3)OC3=CC=C(C=C3)N)C=C1 (N,N-Di[3(4-aminophenoxy)phenyl]-7-(benzothiazol-2-yl)-9,9-diethyl-fluoren-2-amine). RXN SMILES: [N+:1]([C:4]1[CH:59]=[CH:58][C:7]([O:8][C:9]2[CH:10]=[C:11]([N:15]([C:42]3[CH:47]=[CH:46][CH:45]=[C:44]([O:48][C:49]4[CH:54]=[CH:53][C:52]([N+:55]([O-])=O)=[CH:51][CH:50]=4)[CH:43]=3)[C:16]3[CH:28]=[CH:27][C:26]4[C:25]5[C:20](=[CH:21][C:22]([C:29]6[S:30][C:31]7[CH:37]=[CH:36][CH:35]=[CH:34][C:32]=7[N:33]=6)=[CH:23][CH:24]=5)[C:19]([CH2:40][CH3:41])([CH2:38][CH3:39])[C:18]=4[CH:17]=3)[CH:12]=[CH:13][CH:14]=2)=[CH:6][CH:5]=1)([O-])=O.O1CCCC1.C(O)C.O.NN>[Pd].O>[NH2:1][C:4]1[CH:59]=[CH:58][C:7]([O:8][C:9]2[CH:10]=[C:11]([N:15]([C:42]3[CH:47]=[CH:46][CH:45]=[C:44]([O:48][C:49]4[CH:50]=[CH:51][C:52]([NH2:55])=[CH:53][CH:54]=4)[CH:43]=3)[C:16]3[CH:28]=[CH:27][C:26]4[C:25]5[C:20](=[CH:21][C:22]([C:29]6[S:30][C:31]7[CH:37]=[CH:36][CH:35]=[CH:34][C:32]=7[N:33]=6)=[CH:23][CH:24]=5)[C:19]([CH2:38][CH3:39])([CH2:40][CH3:41])[C:18]=4[CH:17]=3)[CH:12]=[CH:13][CH:14]=2)=[CH:6][CH:5]=1 |f:1.2,3.4|. Reported procedure: To a solution of N,N-di[3-(4-nitrophenoxy)phenyl]-7-(benzothiazol-2-yl)-9,9-diethyl-fluoren-2-amine (Example 7; 13.68 g, 17.2 mmol) in 300 mL of 1/1 tetrahydrofuran/ethanol mixture under argon was added 10% palladium/carbon (500 mg). The mixture was heated to 60° C., and hydrazine hydrate (12.7 mL, ˜206 mmol) was added slowly over 40 min by addition funnel. The solution became dark, fluorescent green and, after 8 hr, was cooled to room temperature and poured into 1.5 L of distilled water. After ... Reactants: CC(C(=O)OC(C)(C)C)(CC(=O)O[C@@H]1C([C@@H]2CC[C@]3([C@@]4(CC[C@@]5(C([C@H]4CC[C@@H]3[C@]2(CC1)C)=C(C(C5)=O)C(C)C)\C=C(\C(=O)NC5(CC5)C5=CC=C(C=C5)Cl)/C)C)C)(C)C)C (1-tert-butyl 4-((3aS,5aR,5bR,7aR,9S,11aR,11bR,13aS)-3a-((E)-3-((1-(4-chlorophenyl)cyclopropyl)amino)-2-methyl-3-oxoprop-1-en-1-yl)-1-isopropyl-5a,5b,8,8,11a-pentamethyl-2-oxo-3,3a,4,5,5a,5b,6,7,7a,8,9,10,11,11a,11b,12,13,13a-octadecahydro-2H-cyclopenta[a]chrysen-9-yl) 2,2-dimethylsuccinate), C(=O)(C(F)(F)F)O (TFA), CC#N.O (MeCN—H2O). Solvent: C(Cl)Cl (DCM), C(Cl)Cl (DCM). Run at time 2 hour. The product is ClC1=CC=C(C=C1)C1(CC1)NC(/C(=C/[C@]12C([C@H]3CC[C@@H]4[C@]5(CC[C@@H](C([C@@H]5CC[C@]4([C@@]3(CC1)C)C)(C)C)OC(CC(C(=O)O)(C)C)=O)C)=C(C(C2)=O)C(C)C)/C)=O (4-(((3aS,5aR,5bR,7aR,9S,11aR,11bR,13aS)-3a-((E)-3-((1-(4-Chlorophenyl)cyclopropyl)amino)-2-methyl-3-oxoprop-1-en-1-yl)-1-isopropyl-5a,5b,8,8,11a-pentamethyl-2-oxo-3,3a,4,5,5a,5b,6,7,7a,8,9,10,11,11a,11b,12,13,13a-octadecahydro-2H-cyclopenta[a]chrysen-9-yl)oxy)-2,2-dimethyl-4-oxobutanoic acid). Isolated yield 53.5%. As a reaction SMILES: [CH3:1][C:2]([CH3:60])([CH2:10][C:11]([O:13][C@H:14]1[CH2:31][CH2:30][C@@:29]2([CH3:32])[C@@H:16]([CH2:17][CH2:18][C@:19]3([CH3:57])[C@@H:28]2[CH2:27][CH2:26][C@H:25]2[C@@:20]3([CH3:56])[CH2:21][CH2:22][C@@:23]3(/[CH:40]=[C:41](\[CH3:55])/[C:42]([NH:44][C:45]4([C:48]5[CH:53]=[CH:52][C:51]([Cl:54])=[CH:50][CH:49]=5)[CH2:47][CH2:46]4)=[O:43])[CH2:35][C:34](=[O:36])[C:33]([CH:37]([CH3:39])[CH3:38])=[C:24]32)[C:15]1([CH3:59])[CH3:58])=[O:12])[C:3]([O:5]C(C)(C)C)=[O:4].C(O)(C(F)(F)F)=O.CC#N.O>C(Cl)Cl>[Cl:54][C:51]1[CH:50]=[CH:49][C:48]([C:45]2([NH:44][C:42](=[O:43])/[C:41](/[CH3:55])=[CH:40]/[C@:23]34[CH2:35][C:34](=[O:36])[C:33]([CH:37]([CH3:38])[CH3:39])=[C:24]3[C@@H:25]3[C@@:20]([CH3:56])([CH2:21][CH2:22]4)[C@@:19]4([CH3:57])[C@@H:28]([C@:29]5([CH3:32])[C@@H:16]([CH2:17][CH2:18]4)[C:15]([CH3:58])([CH3:59])[C@@H:14]([O:13][C:11](=[O:12])[CH2:10][C:2]([CH3:1])([CH3:60])[C:3]([OH:5])=[O:4])[CH2:31][CH2:30]5)[CH2:27][CH2:26]3)[CH2:47][CH2:46]2)=[CH:53][CH:52]=1 |f:2.3|. Procedure details: To a solution of 1-tert-butyl 4-((3aS,5aR,5bR,7aR,9S,11aR,11bR,13aS)-3a-((E)-3-((1-(4-chlorophenyl)cyclopropyl)amino)-2-methyl-3-oxoprop-1-en-1-yl)-1-isopropyl-5a,5b,8,8,11a-pentamethyl-2-oxo-3,3a,4,5,5a,5b,6,7,7a,8,9,10,11,11a,11b,12,13,13a-octadecahydro-2H-cyclopenta[a]chrysen-9-yl) 2,2-dimethylsuccinate (300 mg, 0.355 mmol) in DCM (6 mL) was added TFA (3 mL, 0.355 mmol). The reaction mixture was stirred at rt for 2 hr and evaporated in vacuo to afford crude product which was diluted with DCM ... The reactants are C=COC(=O)N1CC2CC3C4CC(F)C5=CC(=O)C=CC5(C)C4(F)C(O)CC3(C)C2(C(=O)CSC)C1, ClCCl, Cl, C1COCCO1. Product: Cl, CSCC(=O)C12CNCC1CC1C3CC(F)C4=CC(=O)C=CC4(C)C3(F)C(O)CC12C. RXN SMILES: [CH:1]([O:2][C:3](=[O:4])[N:6]1[CH2:7][CH:8]2[CH2:9][CH:10]3[C:11]([CH3:36])([CH2:12][CH:13]([OH:28])[C:14]4([F:27])[C:15]5([CH3:26])[CH:16]=[CH:17][C:18](=[O:25])[CH:19]=[C:20]5[CH:21]([F:24])[CH2:22][CH:23]34)[C:29]2([C:31]([CH2:32][S:33][CH3:34])=[O:35])[CH2:30]1)=[CH2:5].[Cl:44][CH2:45][Cl:46].[ClH:37].[O:38]1[CH2:39][CH2:40][O:41][CH2:42][CH2:43]1>>[ClH:37].[NH:6]1[CH2:7][CH:8]2[CH2:9][CH:10]3[C:11]([CH3:36])([CH2:12][CH:13]([OH:28])[C:14]4([F:27])[C:15]5([CH3:26])[CH:16]=[CH:17][C:18](=[O:25])[CH:19]=[C:20]5[CH:21]([F:24])[CH2:22][CH:23]34)[C:29]2([C:31]([CH2:32][S:33][CH3:34])=[O:35])[CH2:30]1.